From a dataset of the Open Reaction Database (ORD), a public repository of structured organic reaction records. describe an organic reaction: reactants, conditions, products, and yield Starting materials: Cc1cc(Cl)ccc1Nc1ccc(C(=O)c2cc([N+](=O)[O-])ccc2C)c(Cl)c1, Cc1ccc(N)cc1C(=O)c1ccc(Nc2ccc(C(F)(F)F)cc2)cc1Cl. Yields the product Cc1cc(Cl)ccc1Nc1ccc(C(=O)c2cc(N)ccc2C)c(Cl)c1. Reaction SMILES: [Cl:29][c:30]1[c:31]([C:45](=[O:46])[c:47]2[c:48]([CH3:56])[cH:49][cH:50][c:51]([N+:53]([O-:54])=[O:55])[cH:52]2)[cH:32][cH:33][c:34]([NH:36][c:37]2[c:38]([CH3:44])[cH:39][c:40]([Cl:43])[cH:41][cH:42]2)[cH:35]1.[NH2:1][c:2]1[cH:3][cH:4][c:5]([CH3:6])[c:7]([C:8]([c:9]2[cH:10][cH:11][c:12]([NH:13][c:14]3[cH:15][cH:16][c:17]([C:18]([F:19])([F:20])[F:21])[cH:22][cH:23]3)[cH:24][c:25]2[Cl:26])=[O:27])[cH:28]1>>[Cl:29][c:30]1[c:31]([C:45](=[O:46])[c:47]2[c:48]([CH3:56])[cH:49][cH:50][c:51]([NH2:53])[cH:52]2)[cH:32][cH:33][c:34]([NH:36][c:37]2[c:38]([CH3:44])[cH:39][c:40]([Cl:43])[cH:41][cH:42]2)[cH:35]1. Starting materials: CCC1(O)CCNC1C(C)C, N#Cc1ccc(F)cc1F, [Li+], [Li+], O=C([O-])[O-]. Product: CCC1(O)CCN(c2ccc(C#N)c(F)c2)C1C(C)C. RXN SMILES: [CH2:1]([CH3:2])[C:3]1([OH:11])[CH:4]([CH:8]([CH3:9])[CH3:10])[NH:5][CH2:6][CH2:7]1.[F:12][c:13]1[c:14]([C:15]#[N:16])[cH:17][cH:18][c:19]([F:21])[cH:20]1.[Li+:22].[Li+:23].[O-:24][C:25](=[O:26])[O-:27]>>[CH2:1]([CH3:2])[C:3]1([OH:11])[CH:4]([CH:8]([CH3:9])[CH3:10])[N:5]([c:19]2[cH:18][cH:17][c:14]([C:15]#[N:16])[c:13]([F:12])[cH:20]2)[CH2:6][CH2:7]1. The reactants are C[O-], CS(C)=O, O=S(=O)(c1ccc(Cl)cc1)C1CCNC1, Cl, [Na+]. Product: Cl, COc1ccc(S(=O)(=O)C2CCNC2)cc1. As a reaction SMILES: [CH3:17][O-:18].[CH3:20][S:21]([CH3:22])=[O:23].[Cl:2][c:3]1[cH:4][cH:5][c:6]([S:9](=[O:10])(=[O:11])[CH:12]2[CH2:13][NH:14][CH2:15][CH2:16]2)[cH:7][cH:8]1.[ClH:1].[Na+:19]>>[ClH:2].[c:3]1([O:18][CH3:17])[cH:4][cH:5][c:6]([S:9](=[O:10])(=[O:11])[CH:12]2[CH2:13][NH:14][CH2:15][CH2:16]2)[cH:7][cH:8]1. Reactants: COC=1C=C(C(=O)OC)C=CC1OC (methyl 3,4-dimethoxybenzoate), O (Water), C(C)#N (acetonitrile), C(CCC)[Li] (n-butyl lithium), solution. Run in C1CCOC1 (THF), CCCCCC (hexane), C1CCOC1 (THF). Reaction conditions: time 1 hour. Yields the product COC=1C=C(C(=O)CC#N)C=CC1OC (3,4-dimethoxybenzoylacetonitrile). Reaction SMILES: [C:1](#[N:3])[CH3:2].C([Li])CCC.[CH3:9][O:10][C:11]1[CH:12]=[C:13]([CH:18]=[CH:19][C:20]=1[O:21][CH3:22])[C:14](OC)=[O:15].O>CCCCCC.C1COCC1>[CH3:9][O:10][C:11]1[CH:12]=[C:13]([CH:18]=[CH:19][C:20]=1[O:21][CH3:22])[C:14]([CH2:2][C:1]#[N:3])=[O:15]. Procedure: Dry acetonitrile (1.8 ml) was added to a solution of n-butyl lithium (a 2.5M solution in hexane, 13.8 ml) in dry THF (30 ml) at -78° C. and the mixture was stirred at the same temperature for 1 hour to which was subsequently added a solution of methyl 3,4-dimethoxybenzoate (6.42 g) in dry THF (15 ml). The mixture was stirred at -78° C. for 3 hours and then at room temperature for 1 hour. Water (100 ml) was added to the reaction solution and the resultant mixture was extracted with ethyl ether (1... Reactants: FC1=C(C(=CC=C1)F)C1=NC=CC(=C1)C(O)C=1N(C(=CN1)C=1C=NN(C1)C)COCC[Si](C)(C)C ([2-(2,6-difluoro-phenyl)-pyridin-4-yl]-[5-(1-methyl-1H-pyrazol-4-yl)-1-(2-trimethylsilanyl-ethoxymethyl)-1H-imidazol-2-yl]methanol). Reagents/catalysts: [O-2].[O-2].[Mn+4] (manganese dioxide). The solvent is ClCCl (dichloromethane). Reaction conditions: time 8 hour. Yields the product FC1=C(C(=CC=C1)F)C1=NC=CC(=C1)C(=O)C=1N(C(=CN1)C=1C=NN(C1)C)COCC[Si](C)(C)C ([2-(2,6-difluoro-phenyl)-pyridin-4-yl]-[5-(1-methyl-1H-pyrazol-4-yl)-1-(2 trimethylsilanyl-ethoxymethyl)-1H-imidazol-2-yl]-methanone). RXN SMILES: [F:1][C:2]1[CH:7]=[CH:6][CH:5]=[C:4]([F:8])[C:3]=1[C:9]1[CH:14]=[C:13]([CH:15]([C:17]2[N:18]([CH2:28][O:29][CH2:30][CH2:31][Si:32]([CH3:35])([CH3:34])[CH3:33])[C:19]([C:22]3[CH:23]=[N:24][N:25]([CH3:27])[CH:26]=3)=[CH:20][N:21]=2)[OH:16])[CH:12]=[CH:11][N:10]=1>ClCCl.[O-2].[O-2].[Mn+4]>[F:8][C:4]1[CH:5]=[CH:6][CH:7]=[C:2]([F:1])[C:3]=1[C:9]1[CH:14]=[C:13]([C:15]([C:17]2[N:18]([CH2:28][O:29][CH2:30][CH2:31][Si:32]([CH3:35])([CH3:34])[CH3:33])[C:19]([C:22]3[CH:23]=[N:24][N:25]([CH3:27])[CH:26]=3)=[CH:20][N:21]=2)=[O:16])[CH:12]=[CH:11][N:10]=1 |f:2.3.4|. Reported procedure: To a stirred solution of [2-(2,6-difluoro-phenyl)-pyridin-4-yl]-[5-(1-methyl-1H-pyrazol-4-yl)-1-(2-trimethylsilanyl-ethoxymethyl)-1H-imidazol-2-yl]methanol (78 mg, 0.157 mmol, as a mixture of two regioisomers) in dichloromethane (3 mL) at room temperature was added manganese dioxide (273 mg, 3.14 mmol). The mixture was stirred at room temperature overnight before it was filtered and concentrated in vacuo. Purification by SiO2 chromatography provided [2-(2,6-difluoro-phenyl)-pyridin-4-yl]-[5-(1-m... Reactants: CC(C)([O-])C.[K+] (potassium-tert-butoxide), CC(C)([O-])C.[K+] (potassium-tert-butoxide), ClC1=NC=NC(=C1C)Cl (4,6-Dichloro-5-Methylpyrimidine), C(C)(C)OC(=O)N1CCC(CC1)O (4-Hydroxy-Piperidine-1-Carboxylic Acid Isopropyl Ester), N1=CN=CC=C1 (pyrimidine). Run in O1CCCC1 (tetrahydrofuran), O1CCCC1 (tetrahydrofuran), O1CCCC1 (tetrahydrofuran). Reaction conditions: temperature -12.5 celsius. The product is C(C)(C)OC(=O)N1CCC(CC1)OC1=NC=NC(=C1C)Cl (4-(6-chloro-5-methyl-pyrimidin-4-yloxy)-piperidine-1-carboxylic acid isopropyl ester). Isolated yield 96.3%. Reaction SMILES: Cl[C:2]1[C:7]([CH3:8])=[C:6]([Cl:9])[N:5]=[CH:4][N:3]=1.[CH:10]([O:13][C:14]([N:16]1[CH2:21][CH2:20][CH:19]([OH:22])[CH2:18][CH2:17]1)=[O:15])([CH3:12])[CH3:11].CC(C)([O-])C.[K+].N1C=CC=NC=1>O1CCCC1>[CH:10]([O:13][C:14]([N:16]1[CH2:17][CH2:18][CH:19]([O:22][C:2]2[C:7]([CH3:8])=[C:6]([Cl:9])[N:5]=[CH:4][N:3]=2)[CH2:20][CH2:21]1)=[O:15])([CH3:12])[CH3:11] |f:2.3|. Reported procedure: 4,6-Dichloro-5-methylpyrimidine (1) (2.4235 Kg, 1.000 equivalents) and 4-hydroxypiperidine-1-carboxylic acid isopropyl ester (2) (2.8182 Kg, 1.012 equivalents) were dissolved in tetrahydrofuran (THF, 25.0028 Kg), and the resulting solution was cooled to −15 to −10° C. To the cold solution, potassium-tert-butoxide in tetrahydrofuran (1 M, 12.6051 Kg, 0.9399 equivalents) was added at a rate sufficiently slow to maintain the reaction mixture below 0° C. with reactor jacket cooling. The reaction mix...